From a dataset of the Open Reaction Database (ORD), a public repository of structured organic reaction records. describe an organic reaction: reactants, conditions, products, and yield Reactants: CCn1nc(-c2ccccc2)c(C(C)=O)c([N+](=O)[O-])c1=O, CCO, Cc1ccc2c(N)cccc2n1. Product: CCn1nc(-c2ccccc2)c(C(C)=O)c(Nc2cccc3nc(C)ccc23)c1=O. As a reaction SMILES: [C:1]([CH3:2])(=[O:3])[c:4]1[c:5]([N+:19]([O-:20])=[O:21])[c:6](=[O:18])[n:7]([CH2:16][CH3:17])[n:8][c:9]1-[c:10]1[cH:11][cH:12][cH:13][cH:14][cH:15]1.[CH3:34][CH2:35][OH:36].[NH2:22][c:23]1[c:24]2[cH:25][cH:26][c:27]([CH3:33])[n:28][c:29]2[cH:30][cH:31][cH:32]1>>[C:1]([CH3:2])(=[O:3])[c:4]1[c:5]([NH:19][c:23]2[c:24]3[cH:25][cH:26][c:27]([CH3:33])[n:28][c:29]3[cH:30][cH:31][cH:32]2)[c:6](=[O:18])[n:7]([CH2:16][CH3:17])[n:8][c:9]1-[c:10]1[cH:11][cH:12][cH:13][cH:14][cH:15]1. The reactants are C1(\C=C/C(=O)O1)=O (maleic anhydride), C1(=CC(=CC=C1)N)N (m-phenylenediamine), C(C)(=O)OC(C)=O (Acetic anhydride), O.O.O.O.C(C)(=O)[O-].[Mg+2].C(C)(=O)[O-] (magnesium acetate tetrahydrate). Run in CC(=O)C (acetone), O (water), C(C)N(CC)CC (triethylamine). Run at temperature 40 celsius, time 1 hour. Product: C1(=CC(=CC=C1)N1C(C=CC1=O)=O)N1C(C=CC1=O)=O (N,N'-m-phenylenedimaleimide). Yield: 74.0%. As a reaction SMILES: [C:1]1(=[O:7])O[C:4](=[O:5])[CH:3]=[CH:2]1.[C:8]1([NH2:15])[CH:13]=[CH:12][CH:11]=[C:10]([NH2:14])[CH:9]=1.C(O[C:20](=[O:22])[CH3:21])(=O)C.O.O.O.O.[C:27]([O-])(=[O:29])[CH3:28].[Mg+2].C([O-])(=O)C>O.C(N(CC)CC)C.CC(C)=O>[C:8]1([N:15]2[C:1](=[O:7])[CH:2]=[CH:3][C:4]2=[O:5])[CH:13]=[CH:12][CH:11]=[C:10]([N:14]2[C:20](=[O:22])[CH:21]=[CH:28][C:27]2=[O:29])[CH:9]=1 |f:3.4.5.6.7.8.9|. Reported procedure: A glass flask was equipped with a thermometer, mechanical paddle stirrer and a water cooled condenser. Crushed maleic anhydride (1.92 parts) was added to a solution of 1 part m-phenylenediamine and 13 parts acetone over a 15-minute period. The heterogeneous reaction mixture was stirred at 40° C. for 1 hour. Acetic anhydride (2.44 parts), 0.32 part triethylamine, and 0.04 part magnesium acetate tetrahydrate were added all at once. The temperature was raised to 60° C. using a heating mantle and ma... The solvent is C1CCOC1 (THF). The product is C(CC=C)OC=1C(=CC(=C(C1)B(O)O)C)C (5-(But-3-enyloxy)-2,4-dimethylphenylboronic acid). Procedure details: In the glovebox, a 100-mL round bottomed flask is charged with 1-bromo-5-(but-3-enyloxy)-2,4-dimethylbenzene (3.142 g, 13.6 mmol) and THF (100 mL). The flask is sealed with a septum and removed from the glovebox. The flask is cooled to −70° C. under nitrogen purge. BuLi (1.6M in hexanes, 8.2 mL, 13 mmol) is added slowly, keeping the temperature below −68° C., and the reaction mixture is stirred for one hr at −70° C. Trimethylborate (1.3 mL, 12 mmol) is added, and the mixture is stirred as it slo... Starting materials: [Li]CCCC (BuLi), BrC1=C(C=C(C(=C1)OCCC=C)C)C (1-bromo-5-(but-3-enyloxy)-2,4-dimethylbenzene), COB(OC)OC (Trimethylborate). Reaction SMILES: Br[C:2]1[CH:7]=[C:6]([O:8][CH2:9][CH2:10][CH:11]=[CH2:12])[C:5]([CH3:13])=[CH:4][C:3]=1[CH3:14].[Li]CCCC.C[O:21][B:22](OC)[O:23]C>C1COCC1>[CH2:9]([O:8][C:6]1[C:5]([CH3:13])=[CH:4][C:3]([CH3:14])=[C:2]([B:22]([OH:23])[OH:21])[CH:7]=1)[CH2:10][CH:11]=[CH2:12]. Reaction conditions: temperature -70 celsius, time 1 hour. Reactants: C1COCCO1, C=C(C)COC(C)(C)C(=O)OC, [O-][I+3]([O-])([O-])[O-], [Na+], O, Cc1cccc(C)n1. As a reaction SMILES: [CH2:27]1[O:28][CH2:29][CH2:30][O:31][CH2:32]1.[CH3:1][C:2]([C:3](=[O:4])[O:5][CH3:6])([CH3:7])[O:8][CH2:9][C:10](=[CH2:11])[CH3:12].[I+3:21]([O-:22])([O-:23])([O-:24])[O-:25].[Na+:26].[OH2:33].[n:13]1[c:14]([CH3:15])[cH:16][cH:17][cH:18][c:19]1[CH3:20]>>[CH3:1][C:2]([C:3](=[O:4])[O:5][CH3:6])([CH3:7])[O:8][CH2:9][C:10]([CH3:12])=[O:22]. The product is COC(=O)C(C)(C)OCC(C)=O. Product: Cl.C(=O)(O)CC1CCN(C(C2=C1C=CC=C2)=O)CC(=O)NCCCNC2=NC1=C(N2)C=CC=C1 (2-{[3-({[5-(Carboxymethyl)-1-oxo-1,3,4,5-tetrahydro-2H-2-benzazepin-2-yl]acetyl}amino)propyl]amino)-1H-benzimidazole hydrochloride). Reactants: N1C(=NC2=C1C=CC=C2)NCCCNC(CN2C(C1=C(C(CC2)CC(=O)[O-])C=CC=C1)=O)=O ([2-(2-{[3-(1H-benzimidazol-2-ylamino)propyl]amino}-2-oxoethyl)-1-oxo-2,3,4,5-tetrahydro-1H-2-benzazepin-5-yl]acetate), Cl (HCl), white amorphous residue. RXN SMILES: [NH:1]1[C:5]2[CH:6]=[CH:7][CH:8]=[CH:9][C:4]=2[N:3]=[C:2]1[NH:10][CH2:11][CH2:12][CH2:13][NH:14][C:15](=[O:33])[CH2:16][N:17]1[CH2:23][CH2:22][CH:21]([CH2:24][C:25]([O-:27])=[O:26])[C:20]2[CH:28]=[CH:29][CH:30]=[CH:31][C:19]=2[C:18]1=[O:32].[ClH:34]>C(O)(=O)C.O1CCOCC1.O>[ClH:34].[C:25]([CH2:24][CH:21]1[C:20]2[CH:28]=[CH:29][CH:30]=[CH:31][C:19]=2[C:18](=[O:32])[N:17]([CH2:16][C:15]([NH:14][CH2:13][CH2:12][CH2:11][NH:10][C:2]2[NH:1][C:5]3[CH:6]=[CH:7][CH:8]=[CH:9][C:4]=3[N:3]=2)=[O:33])[CH2:23][CH2:22]1)([OH:27])=[O:26] |f:5.6|. Procedure details: Analogously to Example II, the tert-butyl ester (Example IX) in glacial acetic acid was cleaved using 4N HCl in dioxane. After stripping off the solvent, the residue was dissolved in water, clarified with active carbon and then lyophilized; 0.72 g of white amorphous residue; ESI-MS [M+H+]: 450. Run in C(C)(=O)O (acetic acid), O1CCOCC1 (dioxane), O (water).